This data is from the Open Reaction Database (ORD), a public repository of structured organic reaction records. The task is: describe an organic reaction: reactants, conditions, products, and yield The reactants are CC(=O)[O-], COCC(=O)CC(=O)OC, CCO, Cl, O=N[O-], Nc1cccnc1, [Na+], [Na+], O. Yields the product COCC(=O)C(=NNc1cccnc1)C(=O)OC. RXN SMILES: [CH3:14][C:15](=[O:16])[O-:17].[CH3:18][O:19][CH2:20][C:21]([CH2:22][C:23](=[O:24])[O:25][CH3:26])=[O:27].[CH3:29][CH2:30][OH:31].[ClH:8].[N:9]([O-:10])=[O:11].[NH2:1][c:2]1[cH:3][n:4][cH:5][cH:6][cH:7]1.[Na+:12].[Na+:13].[OH2:28]>>[NH:1]([c:2]1[cH:3][n:4][cH:5][cH:6][cH:7]1)[N:9]=[C:22]([C:21]([CH2:20][O:19][CH3:18])=[O:27])[C:23](=[O:24])[O:25][CH3:26].